Dataset: the Open Reaction Database (ORD), a public repository of structured organic reaction records. Task: describe an organic reaction: reactants, conditions, products, and yield The reactants are C(CCC)[Li] (n-Butyl lithium), FC=1C=C(CN2C(C3(C4=CC=CC=C24)CCCCC3)=O)C=CC1 (1′-(3-fluorobenzyl)spiro[cyclohexane-1,3′-indol]-2′(1′H)-one), C1CCOC1 (THF), C(C)(C)(C)[SiH](C)C (tert-butyldimethylsilane). Run at temperature 0 celsius, time 16 hour. Yields the product [Si](C)(C)(C(C)(C)C)OCCC(C1=CC(=CC=C1)F)N1C(C2(C3=CC=CC=C13)CCCCC2)=O (1′-[3-{[tert-butyl(dimethyl)silyl]oxy}-1-(3-fluorophenyl)propyl]spiro[cyclohexane-1,3′-indol]-2′(1′H)-one). Isolated yield 92.0%. Reaction SMILES: [F:1][C:2]1[CH:3]=[C:4]([CH:21]=[CH:22][CH:23]=1)[CH2:5][N:6]1[C:14]2[C:9](=[CH:10][CH:11]=[CH:12][CH:13]=2)[C:8]2([CH2:19][CH2:18][CH2:17][CH2:16][CH2:15]2)[C:7]1=[O:20].C([Li])CCC.[C:29]([SiH:33]([CH3:35])[CH3:34])([CH3:32])([CH3:31])[CH3:30].C1C[O:39][CH2:38][CH2:37]1>>[Si:33]([O:39][CH2:38][CH2:37][CH:5]([N:6]1[C:14]2[C:9](=[CH:10][CH:11]=[CH:12][CH:13]=2)[C:8]2([CH2:19][CH2:18][CH2:17][CH2:16][CH2:15]2)[C:7]1=[O:20])[C:4]1[CH:21]=[CH:22][CH:23]=[C:2]([F:1])[CH:3]=1)([C:29]([CH3:32])([CH3:31])[CH3:30])([CH3:35])[CH3:34]. Procedure: 1′-(3-fluorobenzyl)spiro[cyclohexane-1,3′-indol]-2′(1′H)-one (0.61 g, 1.97 mmol) was dissolved in THF and cooled to −78° C. n-Butyl lithium (2.5 M in hexane, 0.87 mL, 2.2 mmol) was added dropwise and the mixture was warmed to 0° C. 2-Bromoethoxy)-tert-butyldimethylsilane (0.65 mL, 3 mmol) was added and the mixture was allowed to warm to 25° C. The mixture was stirred for 16 hours then quenched with saturated aqueous ammonium chloride, diluted with ether, washed with water, and saturated brine. T...